Dataset: the Open Reaction Database (ORD), a public repository of structured organic reaction records. Task: describe an organic reaction: reactants, conditions, products, and yield RXN SMILES: [C:15](=[O:16])([OH:17])[O-:18].[CH3:35][C:36]([CH3:37])=[O:38].[Cl:20][C:21](=[O:22])[O:23][CH2:24][c:25]1[cH:26][cH:27][cH:28][cH:29][cH:30]1.[Cl:31][CH2:32][Cl:33].[Na+:19].[OH2:34].[c:1]1([C:7]2([CH2:12][CH2:13][OH:14])[CH2:8][NH:9][CH2:10][CH2:11]2)[cH:2][cH:3][cH:4][cH:5][cH:6]1>>[c:1]1([C:7]2([CH2:12][CH2:13][OH:14])[CH2:8][N:9]([C:21](=[O:22])[O:23][CH2:24][c:25]3[cH:26][cH:27][cH:28][cH:29][cH:30]3)[CH2:10][CH2:11]2)[cH:2][cH:3][cH:4][cH:5][cH:6]1. The reactants are O=C([O-])O, CC(C)=O, O=C(Cl)OCc1ccccc1, ClCCl, [Na+], O, OCCC1(c2ccccc2)CCNC1. Product: O=C(OCc1ccccc1)N1CCC(CCO)(c2ccccc2)C1.